Dataset: the Open Reaction Database (ORD), a public repository of structured organic reaction records. Task: describe an organic reaction: reactants, conditions, products, and yield Reactants: ClCCl, CC(C)OC(=O)N=NC(=O)OC(C)C, CC(C)(C)OC(=O)NC(CO)CCCO, c1ccc(P(c2ccccc2)c2ccccc2)cc1. The product is CC(C)(C)OC(=O)NC1CCCOC1. RXN SMILES: [Cl:49][CH2:50][Cl:51].[O:35]=[C:36]([O:37][CH:38]([CH3:39])[CH3:40])[N:41]=[N:42][C:43]([O:44][CH:45]([CH3:46])[CH3:47])=[O:48].[OH:1][CH2:2][CH:3]([CH2:4][CH2:5][CH2:6][OH:7])[NH:8][C:9]([O:10][C:11]([CH3:12])([CH3:13])[CH3:14])=[O:15].[c:16]1([P:17]([c:18]2[cH:19][cH:20][cH:21][cH:22][cH:23]2)[c:24]2[cH:25][cH:26][cH:27][cH:28][cH:29]2)[cH:30][cH:31][cH:32][cH:33][cH:34]1>>[CH2:2]1[CH:3]([NH:8][C:9]([O:10][C:11]([CH3:12])([CH3:13])[CH3:14])=[O:15])[CH2:4][CH2:5][CH2:6][O:7]1. Starting materials: CN1C=NC2=CC(=CC=C2C1=O)C(=O)Cl (3-methyl-4-oxo-3,4-dihydroquinazoline-7-carbonyl chloride), S1C(=NC=C1)N (thiazol-2-amine), O (water). The solvent is C(Cl)(Cl)Cl (CHCl3), C1CCOC1 (THF). Run at time 30 minute. The product is CN1C=NC2=CC(=CC=C2C1=O)C(=O)NC=1SC=CN1 (3-methyl-4-oxo-N-(thiazol-2-yl)-3,4-dihydroquinazoline-7-carboxamide). Reaction SMILES: [CH3:1][N:2]1[C:11](=[O:12])[C:10]2[C:5](=[CH:6][C:7]([C:13](Cl)=[O:14])=[CH:8][CH:9]=2)[N:4]=[CH:3]1.[S:16]1[CH:20]=[CH:19][N:18]=[C:17]1[NH2:21].O>C1COCC1.C(Cl)(Cl)Cl>[CH3:1][N:2]1[C:11](=[O:12])[C:10]2[C:5](=[CH:6][C:7]([C:13]([NH:21][C:17]3[S:16][CH:20]=[CH:19][N:18]=3)=[O:14])=[CH:8][CH:9]=2)[N:4]=[CH:3]1. Procedure: 3-methyl-4-oxo-3,4-dihydroquinazoline-7-carbonyl chloride prepared as described in Example 22.1a was dissolved in anhydrous THF and added to a solution of thiazol-2-amine (81 mg, 0.81 mmol) in CHCl3 (10 mL). The reaction was stirred at room temperature for 30 min and then poured into water. The mixture was extracted with ethyl acetate, and the organic layer was washed with brine, dried over anhydrous sodium sulfate. After filtration and concentration, the crude product was purified by silica gel...